From a dataset of the Open Reaction Database (ORD), a public repository of structured organic reaction records. describe an organic reaction: reactants, conditions, products, and yield Reactants: N1C(=NC=C1)SC=CC(=O)O (3-(2-imidazolylthio)acrylic acid), C1(=CC=CC=C1)SC=CC(=O)O (3-(phenylthio)acrylic acid). The product is N12C[C@@H](C(CC1)CC2)NC(\C=C\SC=2NC=CN2)=O ((R)-N-(1-Aza-bicyclo[2.2.2]oct-3-yl)[E-3-(2-imidazolylthio)propenamide]). As a reaction SMILES: [NH:1]1[CH:5]=[CH:4][N:3]=[C:2]1[S:6][CH:7]=[CH:8][C:9]([OH:11])=O.[C:12]1(SC=CC(O)=O)[CH:17]=[CH:16][CH:15]=[CH:14]C=1>>[N:1]12[CH2:14][CH2:15][CH:16]([CH2:17][CH2:12]1)[C@@H:4]([NH:3][C:9](=[O:11])/[CH:8]=[CH:7]/[S:6][C:2]1[NH:1][CH:5]=[CH:4][N:3]=1)[CH2:5]2. Reported procedure: Employing essentially the same procedure as that described in Example 1 above but substituting 3-(2-imidazolylthio)acrylic acid for the 3-(phenylthio)acrylic acid and purifying by chromatography on silica gel using ammoniated methanol/chloroform mixtures as the eluent resulted in formation of the title compound; MS (ES−) 279. (MH−). Reactants: C(=O)(O)[O-].[Na+] (NaHCO3), NC1=C(SC(=C1)C=1C=NNC1C)C(=O)N (3-amino-5-(5-methyl-1H-pyrazol-4-yl)thiophene-2-carboxamide), C1(=CC=CC=C1)NC1CCC2(OCCO2)CC1 (N-phenyl-1,4-dioxaspiro [4.5]decan-8-amine), CC1(C2CCC1(C(=O)C2)CS(=O)(=O)O)C (CSA), [O-]S(=O)(=O)[O-].[Mg+2] (MgSO4). Solvent: CCOC(=O)C (EtOAc), CC(=O)N(C)C (DMA). Reaction conditions: temperature 100 celsius, time 1 hour. Yields the product CC1=C(C=NN1)C1=CC=2NC3(NC(C2S1)=O)CCC(CC3)NC3=CC=CC=C3 (6′-(5-methyl-1H-pyrazol-4-yl)-4-(phenylamino)-1′H-spiro[cyclohexane-1,2′-thieno[3,2-d]pyrimidin]-4′(3′H)-one). Yield: 15.8%. RXN SMILES: [NH2:1][C:2]1[CH:6]=[C:5]([C:7]2[CH:8]=[N:9][NH:10][C:11]=2[CH3:12])[S:4][C:3]=1[C:13]([NH2:15])=[O:14].[C:16]1([NH:22][CH:23]2[CH2:32][CH2:31][C:26]3(OCCO3)[CH2:25][CH2:24]2)[CH:21]=[CH:20][CH:19]=[CH:18][CH:17]=1.CC1(C)C2(CS(O)(=O)=O)C(CC1CC2)=O.[O-]S([O-])(=O)=O.[Mg+2].C([O-])(O)=O.[Na+]>CCOC(C)=O.CC(N(C)C)=O>[CH3:12][C:11]1[NH:10][N:9]=[CH:8][C:7]=1[C:5]1[S:4][C:3]2[C:13](=[O:14])[NH:15][C:26]3([CH2:25][CH2:24][CH:23]([NH:22][C:16]4[CH:17]=[CH:18][CH:19]=[CH:20][CH:21]=4)[CH2:32][CH2:31]3)[NH:1][C:2]=2[CH:6]=1 |f:3.4,5.6|. Procedure: A mixture of 3-amino-5-(5-methyl-1H-pyrazol-4-yl)thiophene-2-carboxamide (146 mg, 0.66 mmol), N-phenyl-1,4-dioxaspiro [4.5]decan-8-amine (169 mg, 0.723 mmol), CSA (183 mg, 0.788 mmol), MgSO4 (158 mg, 1.31 mmol) and DMA (1 mL) was stirred at 100° C. for 1 h. EtOAc and saturated aqueous NaHCO3 were added to quench the reaction. The organic materials were extracted with EtOAc/THF. The combined extracts were dried over Na2SO4 and filtered. After removal of the solvent at reduced pressure, the residu... Starting materials: C(=O)(C(F)(F)F)O (TFA), C(C)(C)(C)OC(CCCCC=1N(C(C2=CC=C(C=C2C1)C(=O)O)=O)C1=CC=C(C=C1)F)=O (3-(5-(tert-butoxy)-5-oxopentyl)-2-(4-fluorophenyl)-1-oxo-1,2-dihydroisoquinoline-6-carboxylic acid), C=1C=CC2=C(C1)N=NN2O (HOBt), O (H2O), CCN=C=NCCCN(C)C (EDCI), CCN(C(C)C)C(C)C (Hunig's base), FC1=CC=C(C=C1)N1C[C@H](NCC1)C ((R)-1-(4-fluorophenyl)-3-methylpiperazine), C[C@H]1N(CCNC1)C(=O)OC(C)(C)C ((R)-tert-butyl 2-methylpiperazine-1-carboxylate), FC1=CC=C(C=C1)I (1-fluoro-4-iodobenzene). The reagents and catalysts are [Cu]I (CuI). Solvent: ClCCl (dichloromethane), ClCCl (dichloromethane). Run at time 16 hour. Product: FC1=CC=C(C=C1)N1C(C2=CC=C(C=C2C=C1CCCCC(=O)OC(C)(C)C)C(=O)N1[C@@H](CN(CC1)C1=CC=C(C=C1)F)C)=O ((R)-tert-butyl 5-(2-(4-fluorophenyl)-6-(4-(4-fluorophenyl)-2-methylpiperazine-1-carbonyl)-1-oxo-1,2-dihydroisoquinolin-3-yl)pentanoate). RXN SMILES: [C:1]([O:5][C:6](=[O:32])[CH2:7][CH2:8][CH2:9][CH2:10][C:11]1[N:12]([C:25]2[CH:30]=[CH:29][C:28]([F:31])=[CH:27][CH:26]=2)[C:13](=[O:24])[C:14]2[C:19]([CH:20]=1)=[CH:18][C:17]([C:21](O)=[O:22])=[CH:16][CH:15]=2)([CH3:4])([CH3:3])[CH3:2].[CH:33]1[CH:34]=[CH:35][C:36]2N(O)N=[N:39][C:37]=2[CH:38]=1.O.CCN=C=NCCCN(C)C.[CH3:55][CH2:56][N:57](C(C)C)[CH:58]([CH3:60])[CH3:59].[F:64]C1C=CC(N2CCN[C@H](C)C2)=CC=1.C[C@@H]1CNCCN1C(OC(C)(C)C)=O.FC1C=CC(I)=CC=1.C(O)(C(F)(F)F)=O>ClCCl.[Cu]I>[F:31][C:28]1[CH:29]=[CH:30][C:25]([N:12]2[C:11]([CH2:10][CH2:9][CH2:8][CH2:7][C:6]([O:5][C:1]([CH3:3])([CH3:4])[CH3:2])=[O:32])=[CH:20][C:19]3[C:14](=[CH:15][CH:16]=[C:17]([C:21]([N:57]4[CH2:56][CH2:55][N:39]([C:37]5[CH:38]=[CH:33][C:34]([F:64])=[CH:35][CH:36]=5)[CH2:59][C@H:58]4[CH3:60])=[O:22])[CH:18]=3)[C:13]2=[O:24])=[CH:26][CH:27]=1. Reported procedure: 3-(5-(tert-butoxy)-5-oxopentyl)-2-(4-fluorophenyl)-1-oxo-1,2-dihydroisoquinoline-6-carboxylic acid (50 mg, 0.114 mmol)), HOBt.H2O (34.8, 0.228 mmol), EDCI (43.6 mg, 0.228 mmol), Hunig's base (44.1 mg, 0.341 mmol) and (R)-1-(4-fluorophenyl)-3-methylpiperazine (22.1 mg, 0.114 mmol, prepared from the coupling of (R)-tert-butyl 2-methylpiperazine-1-carboxylate and 1-fluoro-4-iodobenzene using CuI followed with deprotection with TFA) were mixed in dichloromethane (1 mL). The mixture was kept stirring...